describe an organic reaction: reactants, conditions, products, and yield From a dataset of the Open Reaction Database (ORD), a public repository of structured organic reaction records. The reactants are CC(n1cncn1)C1(C(C)(C)C)CO1, COCCOCCOC, Oc1ccc(F)cc1, [Li+], [OH-], O. Product: CC(n1cncn1)C(O)(COc1ccc(F)cc1)C(C)(C)C. As a reaction SMILES: [C:1]([CH3:2])([CH3:3])([CH3:4])[C:5]1([CH:8]([CH3:9])[n:10]2[n:11][cH:12][n:13][cH:14]2)[O:6][CH2:7]1.[CH3:26][O:27][CH2:28][CH2:29][O:30][CH2:31][CH2:32][O:33][CH3:34].[F:15][c:16]1[cH:17][cH:18][c:19]([OH:22])[cH:20][cH:21]1.[Li+:25].[OH-:24].[OH2:23]>>[C:1]([CH3:2])([CH3:3])([CH3:4])[C:5]([OH:6])([CH2:7][O:22][c:19]1[cH:18][cH:17][c:16]([F:15])[cH:21][cH:20]1)[CH:8]([CH3:9])[n:10]1[n:11][cH:12][n:13][cH:14]1. The reactants are Cc1nc2cccc3n(CCC(C)(C)CCN4C(=O)c5ccccc5C4=O)c(=O)c1n23, CCO. Yields the product Cc1nc2cccc3n(CCC(C)(C)CCN)c(=O)c1n23. RXN SMILES: [CH3:1][c:2]1[n:3][c:4]2[n:5]3[c:6]1[c:7](=[O:31])[n:8]([CH2:13][CH2:14][C:15]([CH2:16][CH2:17][N:18]1[C:19](=[O:20])[c:21]4[cH:22][cH:23][cH:24][cH:25][c:26]4[C:27]1=[O:28])([CH3:29])[CH3:30])[c:9]3[cH:10][cH:11][cH:12]2.[CH3:32][CH2:33][OH:34]>>[CH3:1][c:2]1[n:3][c:4]2[n:5]3[c:6]1[c:7](=[O:31])[n:8]([CH2:13][CH2:14][C:15]([CH2:16][CH2:17][NH2:18])([CH3:29])[CH3:30])[c:9]3[cH:10][cH:11][cH:12]2. The reactants are N (ammonia), S1C(=CC=C1)C1=NN=C2N1N=C(C=C2)SCC(=O)OCC (ethyl 2-((3-(thiophen-2-yl)-[1,2,4]triazolo[4,3-b]pyridazin-6-yl)thio)acetate). Reaction conditions: temperature 92.5 celsius, time 8 hour. Product: S1C(=CC=C1)C1=NN=C2N1N=C(C=C2)SCC(=O)N (2-((3-(thiophen-2-yl)-[1,2,4]triazolo[4,3-b]pyridazin-6-yl)thio)acetamide). RXN SMILES: [NH3:1].[S:2]1[CH:6]=[CH:5][CH:4]=[C:3]1[C:7]1[N:11]2[N:12]=[C:13]([S:16][CH2:17][C:18]([O:20]CC)=O)[CH:14]=[CH:15][C:10]2=[N:9][N:8]=1>>[S:2]1[CH:6]=[CH:5][CH:4]=[C:3]1[C:7]1[N:11]2[N:12]=[C:13]([S:16][CH2:17][C:18]([NH2:1])=[O:20])[CH:14]=[CH:15][C:10]2=[N:9][N:8]=1. Reported procedure: Ethanolic ammonia (5 mL) was added to intermediate ethyl 2-((3-(thiophen-2-yl)-[1,2,4]triazolo[4,3-b]pyridazin-6-yl)thio)acetate (60 mg, 0.188 mmol), the reaction vessel sealed and the mixture stirred overnight at 90-95° C. The mixture was then evaporated to dryness, the solid residue was filtered, washed 3 times with EtOH, and dried to give the desired 2-((3-(thiophen-2-yl)-[1,2,4]triazolo[4,3-b]pyridazin-6-yl)thio)acetamide. Reactants: NC=1C(=NC=CN1)C(=NN)NC1=C(C(=CC=C1)F)F (3-Amino-N-(2,3-difluorophenyl)-N′-aminopyrazine-2-carboxamidine), C1=CN(C=N1)C(=O)N2C=CN=C2 (CDI). The solvent is C1CCOC1 (THF). Reaction conditions: time 8 hour. The product is NC=1C(=NC=CN1)C=1N(C(=NN1)O)C1=C(C(=CC=C1)F)F (5-(3-Aminopyrazin-2-yl)-4-(2,3-difluorophenyl)-4H-1,2,4-triazol-3-ol). Isolated yield 91.2%. RXN SMILES: [NH2:1][C:2]1[C:3]([C:8]([NH:11][C:12]2[CH:17]=[CH:16][CH:15]=[C:14]([F:18])[C:13]=2[F:19])=[N:9][NH2:10])=[N:4][CH:5]=[CH:6][N:7]=1.C1N=CN([C:25](N2C=NC=C2)=[O:26])C=1>C1COCC1>[NH2:1][C:2]1[C:3]([C:8]2[N:11]([C:12]3[CH:17]=[CH:16][CH:15]=[C:14]([F:18])[C:13]=3[F:19])[C:25]([OH:26])=[N:10][N:9]=2)=[N:4][CH:5]=[CH:6][N:7]=1. Reported procedure: 3-Amino-N-(2,3-difluorophenyl)-N′-aminopyrazine-2-carboxamidine (500 mg, 1.89 mmol) was dissolved in dry THF (10 mL) and CDI (340 mg, 2.10 mmol) was added at RT. The solution was kept at RT for overnight. After the solvent was removed by evaporation, the residue was added to saturated NaHCO3 solution and filtered. After washing with water, the crude yellow solid product (500 mg, 91%) was obtained after drying under vacuum. LC-MS m/e=290.8 (M+H). Using the same procedure, 5-(3-aminopyrazin-2-yl)-... Starting materials: ClC=1C(C2=CC=CC=C2C(C1Cl)=O)=O (2,3-Dichloro-1,4-naphthoquinone), C1=CC(=CC=C1N)O (p-aminophenol). Solvent: C(C)O (ethanol), C(C)O (ethanol). Run at time 16 hour. Yields the product ClC=1C(C2=CC=CC=C2C(C1NC1=CC=C(C=C1)O)=O)=O (2-chloro-3-(4-hydroxyphenylamino)-1,4-naphthoquinone). Reaction SMILES: Cl[C:2]1[C:3](=[O:14])[C:4]2[C:9]([C:10](=[O:13])[C:11]=1[Cl:12])=[CH:8][CH:7]=[CH:6][CH:5]=2.[CH:15]1[C:20]([NH2:21])=[CH:19][CH:18]=[C:17]([OH:22])[CH:16]=1>C(O)C>[Cl:12][C:11]1[C:10](=[O:13])[C:9]2[C:4]([C:3](=[O:14])[C:2]=1[NH:21][C:20]1[CH:15]=[CH:16][C:17]([OH:22])=[CH:18][CH:19]=1)=[CH:5][CH:6]=[CH:7][CH:8]=2. Procedure: 2,3-Dichloro-1,4-naphthoquinone (1.0 g, 4.4 mmol) was dissolved in 80 ml ethanol at 60° C., to which p-aminophenol (1.44 g, 13.2 mmol) in 20 ml ethanol was added. The reaction mixture was stirred at room temperature for 16 h. The precipitated product was filtered off and recrystallized from ethanol to afford pure purple crystals. Yield: 1.30 g (99%), Mp: 233° C. Starting materials: Cl.COC([C@@H](N)CC1=CC=CC=C1)=O (L-phenylalanine methyl ester hydrochloride), solid, ClC=1C=C(C=CC1Cl)NC(C)C(=O)O (N-(3,4-dichlorophenyl)-D,L-alanine). Run in Hexanes, CCOC(=O)C (EtOAc). Product: COC([C@@H](NC([C@@H](NC1=CC(=C(C=C1)Cl)Cl)C)=O)CC1=CC=CC=C1)=O (N-[N-(3,4-dichlorophenyl)-L-alanyl]-L-phenylalanine methyl ester). Reaction SMILES: Cl.[CH3:2][O:3][C:4](=[O:14])[C@H:5]([CH2:7][C:8]1[CH:13]=[CH:12][CH:11]=[CH:10][CH:9]=1)[NH2:6].[Cl:15][C:16]1[CH:17]=[C:18]([NH:23][CH:24]([C:26](O)=[O:27])[CH3:25])[CH:19]=[CH:20][C:21]=1[Cl:22]>CCOC(C)=O>[CH3:2][O:3][C:4](=[O:14])[C@H:5]([CH2:7][C:8]1[CH:13]=[CH:12][CH:11]=[CH:10][CH:9]=1)[NH:6][C:26](=[O:27])[C@H:24]([CH3:25])[NH:23][C:18]1[CH:19]=[CH:20][C:21]([Cl:22])=[C:16]([Cl:15])[CH:17]=1 |f:0.1|. Procedure: Following General Procedure D and using L-phenylalanine methyl ester hydrochloride (Sigma) and N-(3,4-dichlorophenyl)-D,L-alanine (from Example A above), the title compound was prepared as a solid (mp=122-124.5° C.). The reaction was monitored by tlc (Rf=0.47 in 1:1 EtOAc:Hexanes) and the product was purified by flash chromatography using 1:1 EtOAc:Hexanes as the eluent.